The task is: describe an organic reaction: reactants, conditions, products, and yield. This data is from the Open Reaction Database (ORD), a public repository of structured organic reaction records. The reactants are NC=1C=C(C=CC1)O (3-aminophenol), BrC=1C(=NC(=NC1)Cl)NC(C)C1=CC=C(C=C1)F ((±)-5-bromo-2-chloro-N4-[1-(4-fluorophenyl)ethyl]-4-pyrimidineamine). Product: BrC=1C(=NC(=NC1)NC1=CC(=CC=C1)O)NC(C)C1=CC=C(C=C1)F ((±)-5-bromo- N4-[1-(4-fluorophenyl)ethyl]-N2-(3-hydroxyphenyl)-2,4-pyrimidinediamine). As a reaction SMILES: [NH2:1][C:2]1[CH:3]=[C:4]([OH:8])[CH:5]=[CH:6][CH:7]=1.[Br:9][C:10]1[C:11]([NH:17][CH:18]([C:20]2[CH:25]=[CH:24][C:23]([F:26])=[CH:22][CH:21]=2)[CH3:19])=[N:12][C:13](Cl)=[N:14][CH:15]=1>>[Br:9][C:10]1[C:11]([NH:17][CH:18]([C:20]2[CH:25]=[CH:24][C:23]([F:26])=[CH:22][CH:21]=2)[CH3:19])=[N:12][C:13]([NH:1][C:2]2[CH:7]=[CH:6][CH:5]=[C:4]([OH:8])[CH:3]=2)=[N:14][CH:15]=1. Procedure details: In like manner to the preparation of N4-(3,4-ethylenedioxyphenyl)-5-fluoro-N2-(3-hydroxyphenyl)-4-pyrimidinediamine, 3-aminophenol and (±)-5-bromo-2-chloro-N4-[1-(4-fluorophenyl)ethyl]-4-pyrimidineamine were reacted to produce (±)-5-bromo- N4-[1-(4-fluorophenyl)ethyl]-N2-(3-hydroxyphenyl)-2,4-pyrimidinediamine. 1H NMR (CDCl3): δ 7.97 (s, 1H), 7.36–7.31 (m, 2H), 7.17 (s, 1H), 7.09–7.01 (m, 4H), 6.82 (dd, 1H, J=2.2 and 8.2 Hz), 6.46 (d, 1H, J=2.2 and 8.2 Hz), 5.50 (br d, 1H, J=7.0), 5.27 (overlapp... Reactants: ClC1=CC(=C(C=C1OC)C(O)C)F (4-chloro-2-fluoro-5-methoxy-α-methyl-benzenemethanol), CrO3, OS(=O)(=O)O (H2SO4). Solvent: O (water), CC(=O)C (acetone), O (water). Run at time 2 hour. The product is ClC1=CC(=C(C=C1OC)C(C)=O)F (1-(4-chloro-2-fluoro-5-methoxyphenyl) ethanone). Isolated yield 90.3%. As a reaction SMILES: [Cl:1][C:2]1[C:7]([O:8][CH3:9])=[CH:6][C:5]([CH:10]([CH3:12])[OH:11])=[C:4]([F:13])[CH:3]=1.OS(O)(=O)=O>CC(C)=O.O>[Cl:1][C:2]1[C:7]([O:8][CH3:9])=[CH:6][C:5]([C:10](=[O:11])[CH3:12])=[C:4]([F:13])[CH:3]=1. Reported procedure: A stirred solution of 10.4 g of 4-chloro-2-fluoro-5-methoxybenzaldehyde in 150 mL of anhydrous THF was cooled in a dry ice-acetone bath and treated with 35 mL of a 3M solution of methyl magnesium chloride in THF over a period of one minute. The ice bath was removed and the mixture allowed to warm to room temperature. After warming, the solution was slowly poured into ice water. The water slurry was extracted three times with diethyl ether, the ether extracts dried and concd to afford a crude oil... Starting materials: ClC1=NC=C(C(=O)NCC2=CC(=CC=C2)OC)C=C1 (6-chloro-N-(3-methoxybenzyl)nicotinamide), ClC1=NC=C(C(=O)NCC2=CC(=CC=C2)OC)C=C1 (6-chloro-N-(3-methoxybenzyl)nicotinamide), CC1=C(C=C(C(=O)NN2SC=CN2)C=C1)B1OC(C(O1)(C)C)(C)C (4-methyl-3-(4,4,5,5-tetramethyl-[1,3,2]dioxaborolan-2-yl)-N-(thiadiazol-2-yl)-benzamide), CC1=C(C=C(C(=O)NN2SC=CN2)C=C1)B1OC(C(O1)(C)C)(C)C (4-methyl-3-(4,4,5,5-tetramethyl-[1,3,2]dioxaborolan-2-yl)-N-(thiadiazol-2-yl)-benzamide). Product: COC=1C=C(CNC(C2=CN=C(C=C2)C2=C(C=CC(=C2)C(NN2SC=CN2)=O)C)=O)C=CC1 (N-(3-Methoxybenzyl)-6-[2-methyl-5-(thiadiazol-2-ylcarbamoyl)-phenyl]-nicotinamide). RXN SMILES: Cl[C:2]1[CH:19]=[CH:18][C:5]([C:6]([NH:8][CH2:9][C:10]2[CH:15]=[CH:14][CH:13]=[C:12]([O:16][CH3:17])[CH:11]=2)=[O:7])=[CH:4][N:3]=1.[CH3:20][C:21]1[CH:34]=[CH:33][C:24]([C:25]([NH:27][N:28]2[NH:32][CH:31]=[CH:30][S:29]2)=[O:26])=[CH:23][C:22]=1B1OC(C)(C)C(C)(C)O1>>[CH3:17][O:16][C:12]1[CH:11]=[C:10]([CH:15]=[CH:14][CH:13]=1)[CH2:9][NH:8][C:6](=[O:7])[C:5]1[CH:18]=[CH:19][C:2]([C:22]2[CH:23]=[C:24]([C:25](=[O:26])[NH:27][N:28]3[NH:32][CH:31]=[CH:30][S:29]3)[CH:33]=[CH:34][C:21]=2[CH3:20])=[N:3][CH:4]=1. Reported procedure: N-(3-Methoxybenzyl)-6-[2-methyl-5-(thiadiazol-2-ylcarbamoyl)-phenyl]-nicotinamide was prepared from 6-chloro-N-(3-methoxybenzyl)nicotinamide (Intermediate 3) and 4-methyl-3-(4,4,5,5-tetramethyl-[1,3,2]dioxaborolan-2-yl)-N-(thiadiazol-2-yl)-benzamide (Intermediate 12) using General Method B. LCMS: retention time 3.02 min, M− 460. NMR: δH [2H6]-DMSO 13.14,(1H, b), 9.32,(1H, t), 9.24,(1H, s), 9.18,(1H, d), 8.40,(1H, dd), 8.26,(1H, s), 8.10,(1H, d), 7.84,(1H, d), 7.55,(1H, d), 7.27,(1H, t), 6.94,(2H... The reactants are C(C)(=O)OCC(CCl)O (3-chloro-2-hydroxy-1-propyl acetate), C(=C)OCC (ethyl vinyl ether), C1(=CC=C(C=C1)S(=O)(=O)[O-])C.[NH+]1=CC=CC=C1 (pyridinium p-toluenesulfonate). Run in C(Cl)Cl (methylene chloride). Product: C(C)(=O)OCC(CCl)OC(C)OCC (3-chloro-2-(1-ethoxyethoxy)-1-propyl acetate). Yield: 97.9%. As a reaction SMILES: [C:1]([O:4][CH2:5][CH:6]([OH:9])[CH2:7][Cl:8])(=[O:3])[CH3:2].[CH:10]([O:12][CH2:13][CH3:14])=[CH2:11].C1(C)C=CC(S([O-])(=O)=O)=CC=1.[NH+]1C=CC=CC=1>C(Cl)Cl>[C:1]([O:4][CH2:5][CH:6]([O:9][CH:10]([O:12][CH2:13][CH3:14])[CH3:11])[CH2:7][Cl:8])(=[O:3])[CH3:2] |f:2.3|. Procedure: A solution of 30.5 g (0.20 mol) of 3-chloro-2-hydroxy-1-propyl acetate (prepared in Example 1), 22 g (0.30 mol) of ethyl vinyl ether, and 7.5 g (0.030 mol) of pyridinium p-toluenesulfonate in 150 mL of methylene chloride was stirred at room temperature for 6 hours. The solution was then washed with 75 mL of water, dried and stripped of solvent in vacuo to give 44.0 g (98.0%) of 3-chloro-2-(1-ethoxyethoxy)-1-propyl acetate: 1H NMR (CDCl3) δ1.05-1.37 (overlapping t and d, 6H, --CH2CH3 and --CHCH3)...